Dataset: the Open Reaction Database (ORD), a public repository of structured organic reaction records. Task: describe an organic reaction: reactants, conditions, products, and yield Reactants: NCC(O)C1=CC(=CC(=C1)Cl)Cl (2-amino-1-(3,5-dichlorophenyl)ethanol), C(#N)[BH3-].[Na+] (sodium cyanoborohydride), O=C(COC1=CC=C(C=C1)CC(=O)OC)C (methyl 4-(2-oxopropoxy)phenylacetate), C1=CC=CC=C1 (benzene). Run in CO (methanol). The product is COC(=O)CC1=CC=C(OCC(C)NCC(O)C2=CC(=CC(=C2)Cl)Cl)C=C1 (2-[2-(4-Methoxycarbonylmethylphenoxy)-1-methylethyl]amino-1-(3,5-dichlorophenyl)ethanol). The yield is 60.0%. Reaction SMILES: [NH2:1][CH2:2][CH:3]([C:5]1[CH:10]=[C:9]([Cl:11])[CH:8]=[C:7]([Cl:12])[CH:6]=1)[OH:4].O=[C:14]([CH3:28])[CH2:15][O:16][C:17]1[CH:22]=[CH:21][C:20]([CH2:23][C:24]([O:26][CH3:27])=[O:25])=[CH:19][CH:18]=1.C1C=CC=CC=1.C([BH3-])#N.[Na+]>CO>[CH3:27][O:26][C:24]([CH2:23][C:20]1[CH:19]=[CH:18][C:17]([O:16][CH2:15][CH:14]([NH:1][CH2:2][CH:3]([C:5]2[CH:6]=[C:7]([Cl:12])[CH:8]=[C:9]([Cl:11])[CH:10]=2)[OH:4])[CH3:28])=[CH:22][CH:21]=1)=[O:25] |f:3.4|. Procedure: Following a procedure similar to that described in Example 3, but using 3.0 g of 2-amino-1-(3,5-dichlorophenyl)ethanol (prepared as described in Preparation 39), 3.87 g of methyl 4-(2-oxopropoxy)phenylacetate (prepared as described in Preparation 3), 80 ml of benzene, 60 ml of absolute methanol and 2.9 g of sodium cyanoborohydride, and then purifying the reaction product by column chromatography through silica gel, using ethyl acetate as the eluent, 3.6 g of the title compound were obtained, hav... Reactants: O=C(O)C(c1ccccc1)n1c(=O)[nH]c2ccc(Cl)cc21, O=C(C(c1ccccc1)n1c(=O)[nH]c2ccccc21)N1CCN(c2ccncc2)CC1. Product: O=C(C(c1ccccc1)n1c(=O)[nH]c2ccc(Cl)cc21)N1CCN(c2ccncc2)CC1. Reaction SMILES: [Cl:32][c:33]1[cH:34][cH:35][c:36]2[nH:37][c:38](=[O:39])[n:40]([CH:41]([c:42]3[cH:43][cH:44][cH:45][cH:46][cH:47]3)[C:48]([OH:49])=[O:50])[c:51]2[cH:52]1.[O:1]=[C:2]([CH:3]([c:4]1[cH:5][cH:6][cH:7][cH:8][cH:9]1)[n:10]1[c:11](=[O:19])[nH:12][c:13]2[c:14]1[cH:15][cH:16][cH:17][cH:18]2)[N:20]1[CH2:21][CH2:22][N:23]([c:26]2[cH:27][cH:28][n:29][cH:30][cH:31]2)[CH2:24][CH2:25]1>>[O:1]=[C:2]([CH:3]([c:4]1[cH:5][cH:6][cH:7][cH:8][cH:9]1)[n:10]1[c:11](=[O:19])[nH:12][c:13]2[c:14]1[cH:15][c:16]([Cl:32])[cH:17][cH:18]2)[N:20]1[CH2:21][CH2:22][N:23]([c:26]2[cH:27][cH:28][n:29][cH:30][cH:31]2)[CH2:24][CH2:25]1. Reactants: CN1C(CC2=C(C(=CC=C12)B1OC(C(O1)(C)C)(C)C)C)=O (1,4-dimethyl-5-(4,4,5,5-tetramethyl-[1,3,2]dioxaborolan-2-yl)-1,3-dihydro-indol-2-one), PPh3 Pd(0), Example 34a, BrC=1C=NC=C(C1)Br (3,5-dibromopyridine), COCCOC (1,2-dimethoxyethane), C([O-])([O-])=O.[Na+].[Na+] (sodium carbonate), polystyrene triphenylphosphine palladium (0). The reagents and catalysts are C=1C=CC(=CC1)[P](C=2C=CC=CC2)(C=3C=CC=CC3)[Pd]([P](C=4C=CC=CC4)(C=5C=CC=CC5)C=6C=CC=CC6)([P](C=7C=CC=CC7)(C=8C=CC=CC8)C=9C=CC=CC9)[P](C=1C=CC=CC1)(C=1C=CC=CC1)C=1C=CC=CC1 (tetrakis(triphenylphosphine)palladium(0)). The solvent is ClCCl (dichloromethane). Reaction conditions: temperature 120 celsius. Product: BrC=1C=C(C=NC1)C=1C(=C2CC(N(C2=CC1)C)=O)C (5-(5-bromo-pyridin-3-yl)-1,4-dimethyl-1,3-dihydro-indol-2-one). Reaction SMILES: [CH3:1][N:2]1[C:10]2[C:5](=[C:6]([CH3:20])[C:7](B3OC(C)(C)C(C)(C)O3)=[CH:8][CH:9]=2)[CH2:4][C:3]1=[O:21].[Br:22][C:23]1[CH:24]=[N:25][CH:26]=[C:27](Br)[CH:28]=1.COCCOC.C(=O)([O-])[O-].[Na+].[Na+]>ClCCl.C1C=CC([P]([Pd]([P](C2C=CC=CC=2)(C2C=CC=CC=2)C2C=CC=CC=2)([P](C2C=CC=CC=2)(C2C=CC=CC=2)C2C=CC=CC=2)[P](C2C=CC=CC=2)(C2C=CC=CC=2)C2C=CC=CC=2)(C2C=CC=CC=2)C2C=CC=CC=2)=CC=1>[Br:22][C:23]1[CH:28]=[C:27]([C:7]2[C:6]([CH3:20])=[C:5]3[C:10](=[CH:9][CH:8]=2)[N:2]([CH3:1])[C:3](=[O:21])[CH2:4]3)[CH:26]=[N:25][CH:24]=1 |f:3.4.5,^1:48,50,69,88|. Procedure details: To 1,4-dimethyl-5-(4,4,5,5-tetramethyl-[1,3,2]dioxaborolan-2-yl)-1,3-dihydro-indol-2-one, prepared as described in Example 34a (90 mg, 0.31 mmol) was added 3,5-dibromopyridine (CAS#625-92-3, 223 mg, 0.940 mmol), 1,2-dimethoxyethane (3.0 mL), and 2 M aqueous sodium carbonate (0.376 mL, 0.75 mmol). The reaction mixture was degassed and placed under an argon atmosphere, at which time resin bound tetrakis(triphenylphosphine)palladium(0), specifically polystyrene triphenylphosphine palladium (0) [PS—... Reactants: C(C)(C)(C)OC(NCCCCN)=O ((4-amino-butyl)-carbamic acid tert-butyl ester), C(C)(=O)C1=NC=CN=C1 (2-acetyl pyrazine), [BH4-].[Na+] (NaBH4). Run in CO (MeOH). Yields the product C(C)(C)(C)OC(NCCCCNC(C)C1=NC=CN=C1)=O ([4-(1-pyrazin-2-yl-ethylamino)-butyl]-carbamic acid tert-butyl ester). Isolated yield 91.0%. RXN SMILES: [C:1]([O:5][C:6](=[O:13])[NH:7][CH2:8][CH2:9][CH2:10][CH2:11][NH2:12])([CH3:4])([CH3:3])[CH3:2].[C:14]([C:17]1[CH:22]=[N:21][CH:20]=[CH:19][N:18]=1)(=O)[CH3:15].[BH4-].[Na+]>CO>[C:1]([O:5][C:6](=[O:13])[NH:7][CH2:8][CH2:9][CH2:10][CH2:11][NH:12][CH:14]([C:17]1[CH:22]=[N:21][CH:20]=[CH:19][N:18]=1)[CH3:15])([CH3:4])([CH3:2])[CH3:3] |f:2.3|. Reported procedure: Using General Procedure B: Reaction of (4-amino-butyl)-carbamic acid tert-butyl ester and 2-acetyl pyrazine in MeOH with NaBH4 gave [4-(1-pyrazin-2-yl-ethylamino)-butyl]-carbamic acid tert-butyl ester (294 mg, 91%) as a colorless oil. 1H NMR (CDCl3) δ 1.44 (s, 9H), 1.50-1.57 (m, 4H), 1.59 (d, 3H, J=6.6 Hz), 2.38-2.43 (m, 1H), 2.51-2.59 (m, 1H), 3.08-3.14 (m, 2H), 3.08 (m, 2H), 3.91 (d, 1H, J=6.7 Hz), 4.72 (bs, 1H), 8.45 (d, 1H, J=2.5 Hz), 8.53 (d, 1H, J=2.6 Hz), 8.60 (s, 1H). Reactants: COC(C(CC(=O)OC(C)(C)C)=P(C1=CC=CC=C1)(C1=CC=CC=C1)C1=CC=CC=C1)=O (2-(triphenylphosphanylidene)-succinic acid 4-tert-butyl ester 1-methyl ester), C1(=CC=C(C=C1)C=O)C1=CC=CC=C1 (biphenyl-4-carboxaldehyde). Run in C1(=CC=CC=C1)C (toluene). Yields the product COC(\C(\CC(=O)OC(C)(C)C)=C/C1=CC=C(C=C1)C1=CC=CC=C1)=O (2-[1-biphenyl-4-yl-meth-(Z)-ylidene]-succinic acid 4-tert-butyl ester 1-methyl ester). As a reaction SMILES: [CH3:1][O:2][C:3](=[O:32])[C:4](=P(C1C=CC=CC=1)(C1C=CC=CC=1)C1C=CC=CC=1)[CH2:5][C:6]([O:8][C:9]([CH3:12])([CH3:11])[CH3:10])=[O:7].[C:33]1([C:41]2[CH:46]=[CH:45][CH:44]=[CH:43][CH:42]=2)[CH:38]=[CH:37][C:36]([CH:39]=O)=[CH:35][CH:34]=1>C1(C)C=CC=CC=1>[CH3:1][O:2][C:3](=[O:32])/[C:4](=[CH:39]\[C:36]1[CH:37]=[CH:38][C:33]([C:41]2[CH:46]=[CH:45][CH:44]=[CH:43][CH:42]=2)=[CH:34][CH:35]=1)/[CH2:5][C:6]([O:8][C:9]([CH3:11])([CH3:10])[CH3:12])=[O:7]. Procedure details: Next, a mixture of 2-(triphenylphosphanylidene)-succinic acid 4-tert-butyl ester 1-methyl ester (700 mg, 1.561 mmol) and biphenyl-4-carboxaldehyde (278 mg, 1.419 mmol) in toluene (20 mL) is refluxed for 4 days. The solvent is removed under reduced pressure and the residue is purified by column chromatography using a gradient of 0-30% heptane/EtOAc to give 2-[1-biphenyl-4-yl-meth-(Z)-ylidene]-succinic acid 4-tert-butyl ester 1-methyl ester as an oil, 1H-NMR (400 MHz, CDCl3); δ ppm 1.47 (s, 9H), 3... Starting materials: C#C[Mg+], CO, [Cl-], [Cl-], O=Cc1ccc([N+](=O)[O-])cc1, C#CC(O)c1ccc([N+](=O)[O-])cc1, [NH4+], O, [Zn]. Product: C#CC(O)c1ccc(N)cc1. RXN SMILES: [C:15]([Mg+:16])#[CH:17].[CH3:31][OH:32].[Cl-:14].[Cl-:29].[N+:18]([c:19]1[cH:20][cH:21][c:22]([CH:23]=[O:24])[cH:25][cH:26]1)([O-:27])=[O:28].[N+:1]([O-:2])(=[O:3])[c:4]1[cH:5][cH:6][c:7]([CH:10]([C:11]#[CH:12])[OH:13])[cH:8][cH:9]1.[NH4+:30].[OH2:34].[Zn:33]>>[NH2:1][c:4]1[cH:5][cH:6][c:7]([CH:10]([C:11]#[CH:12])[OH:13])[cH:8][cH:9]1. Reactants: NC1=C(C=C(C(=O)O)C=C1)O (4-Amino-3-hydroxybenzoic acid), O1C=NC2=C1C=C(C=C2)C(=O)N2CCC=CC2 (1-(1,3-benzoxazol-6-ylcarbonyl)-1,2,3,6-tetrahydopyridine), N1CCC=CC1 (1,2,3,6-tetrahydropyridine), O1C=NC2=C1C=CC(=C2)C(=O)O (1,3-benzoxazol-5-carboxylic acid), C(C)(=O)OC(OCC)OCC (diethoxymethyl acetate), O1C=NC2=C1C=C(C=C2)C(=O)N2CCC=CC2 (1-(1,3-benzoxazol-6-ylcarbonyl)-1,2,3,6-tetrahydopyridine). The product is O1C=NC2=C1C=CC(=C2)C(=O)N2CCC=CC2 (1-(1,3-benzoxazol-5-ylcarbonyl)-1,2,3,6-tetrahydropyridine). Reaction SMILES: [NH2:1][C:2]1C=[CH:9][C:5](C(O)=O)=[CH:4][C:3]=1O.[O:12]1[C:16]2[CH:17]=[CH:18][C:19]([C:21]([OH:23])=O)=[CH:20][C:15]=2[N:14]=[CH:13]1.C(OC(OCC)OCC)(=O)C.O1C2C=C(C(N3CC=CCC3)=O)C=CC=2N=C1.N1CC=CCC1>>[O:12]1[C:16]2[CH:17]=[CH:18][C:19]([C:21]([N:1]3[CH2:2][CH:3]=[CH:4][CH2:5][CH2:9]3)=[O:23])=[CH:20][C:15]=2[N:14]=[CH:13]1. Reported procedure: 4-Amino-3-hydroxybenzoic acid is converted into 1,3-benzoxazol-5-carboxylic acid by treating with diethoxymethyl acetate as described for the preparation of Invention Compound IX. EMIS m/z=163 (parent), 146 (base), 118, 90, and 63. Coupling of the acid with 1,2,3,6-tetrahydropyridine is performed in the same manner as described for the preparation of isomeric Invention Compound IX. 1H NMR δ 2.1-2.4 (br, 4), 3.4-4.3 (br m, 4), 5.5-5.95 (br m, 2), 7.45 (dd, 1, J=8.17, 1.41 Hz), 7.70 (d, 1, J=0.96 ...